Dataset: the Open Reaction Database (ORD), a public repository of structured organic reaction records. Task: describe an organic reaction: reactants, conditions, products, and yield Starting materials: COC(CCC1=CC=CC=C1)=O (benzenepropanoic acid methyl ester), OC1=C(C2=C(C(CCO2)=O)C=C1)CCC (2,3-dihydro-7-hydroxy-8-propyl-4H-1-benzopyran-4-one), COC(CCC1=C(C=CC(=C1)Cl)OCCCCCBr)=O (2-[(5-bromopentyl)oxy]-5-chlorobenzenepropanoic acid methyl ester). Yields the product ClC=1C=CC(=C(C1)CCC(=O)O)OCCCCCOC1=C(C2=C(C(CCO2)=O)C=C1)CCC (5-chloro-2-[5-[(3,4-dihydro-4-oxo-8-propyl-2H-1-benzopyran-7-yl)oxy]pentyloxy]benzenepropanoic acid). Isolated yield 70.9%. RXN SMILES: COC(=O)CCC1C=CC=CC=1.[OH:13][C:14]1[CH:24]=[CH:23][C:17]2[C:18](=[O:22])[CH2:19][CH2:20][O:21][C:16]=2[C:15]=1[CH2:25][CH2:26][CH3:27].C[O:29][C:30](=[O:47])[CH2:31][CH2:32][C:33]1[CH:38]=[C:37]([Cl:39])[CH:36]=[CH:35][C:34]=1[O:40][CH2:41][CH2:42][CH2:43][CH2:44][CH2:45]Br>>[Cl:39][C:37]1[CH:36]=[CH:35][C:34]([O:40][CH2:41][CH2:42][CH2:43][CH2:44][CH2:45][O:13][C:14]2[CH:24]=[CH:23][C:17]3[C:18](=[O:22])[CH2:19][CH2:20][O:21][C:16]=3[C:15]=2[CH2:25][CH2:26][CH3:27])=[C:33]([CH2:32][CH2:31][C:30]([OH:47])=[O:29])[CH:38]=1. Procedure details: Using the procedure of example 4, 5-chloro-2-[5-[3,4-dihydro-4-oxo-8-propyl-2H-1-benzopyran-7-yl)oxy]pentyloxy]benzenepropanoic acid methyl ester, a pale-yellow oil, was prepared in quantitative yield starting from 0.62 g (3 mmol) of 2,3-dihydro-7-hydroxy-8-propyl-4H-1-benzopyran-4-one and 1.21 g (3.33 mmol) of 2-[(5-bromopentyl)oxy]-5-chlorobenzenepropanoic acid methyl ester. Saponification using the procedure of example 4 afforded 1.01 g (71%) of 5-chloro-2-[5-[(3,4-dihydro-4-oxo-8-propyl-2H-1... Reactants: N#CN, NCc1ccc(C(=O)O)cc1, N, O. Yields the product N=C(N)NCc1ccc(C(=O)O)cc1. Reaction SMILES: [NH2:13][C:14]#[N:15].[NH2:1][CH2:2][c:3]1[cH:4][cH:5][c:6]([C:7](=[O:8])[OH:9])[cH:10][cH:11]1.[NH3:12].[OH2:16]>>[NH:1]([CH2:2][c:3]1[cH:4][cH:5][c:6]([C:7](=[O:8])[OH:9])[cH:10][cH:11]1)[C:14](=[NH:13])[NH2:15]. The reactants are O=C1c2ccccc2-c2ccc(F)cc21, O. Product: Fc1ccc2c(c1)Cc1ccccc1-2. RXN SMILES: [F:1][c:2]1[cH:3][c:4]2[c:12]([cH:13][cH:14]1)-[c:11]1[c:6]([cH:7][cH:8][cH:9][cH:10]1)[C:5]2=[O:15].[OH2:16]>>[F:1][c:2]1[cH:3][c:4]2[c:12]([cH:13][cH:14]1)-[c:11]1[c:6]([cH:7][cH:8][cH:9][cH:10]1)[CH2:5]2. Reactants: ClC1=C(C=C(C=C1)[C@@H]1N([C@H](CC1)C1=CC(=C(C=C1)Cl)[N+](=O)[O-])C1=CC=C(C=C1)I)[N+](=O)[O-] ((2R,5R)-2,5-Bis(4-chloro-3-nitrophenyl)-1-(4-iodophenyl)pyrrolidine), O (water), CC1(OB(OC1(C)C)C=1C=CC(=NC1)N1CCOCC1)C (4-(5-(4,4,5,5-tetramethyl-1,3,2-dioxaborolan-2-yl)pyridin-2-yl)morpholine), P(=O)([O-])([O-])[O-].[K+].[K+].[K+] (potassium phosphate). Reagents/catalysts: C=1C=CC(=CC1)/C=C/C(=O)/C=C/C2=CC=CC=C2.C=1C=CC(=CC1)/C=C/C(=O)/C=C/C2=CC=CC=C2.C=1C=CC(=CC1)/C=C/C(=O)/C=C/C2=CC=CC=C2.[Pd].[Pd] (tris(dibenzylideneacetone)dipalladium(0)). Solvent: C1CCOC1 (THF). Reaction conditions: time 24 hour. The product is ClC1=C(C=C(C=C1)[C@@H]1N([C@H](CC1)C1=CC(=C(C=C1)Cl)[N+](=O)[O-])C1=CC=C(C=C1)C=1C=CC(=NC1)N1CCOCC1)[N+](=O)[O-] (4-(5-(4-((2R,5R)-2,5-bis(4-chloro-3-nitrophenyl)pyrrolidin-1-yl)phenyl)pyridin-2-yl)morpholine). Isolated yield 50.9%. Reaction SMILES: [Cl:1][C:2]1[CH:7]=[CH:6][C:5]([C@H:8]2[CH2:12][CH2:11][C@H:10]([C:13]3[CH:18]=[CH:17][C:16]([Cl:19])=[C:15]([N+:20]([O-:22])=[O:21])[CH:14]=3)[N:9]2[C:23]2[CH:28]=[CH:27][C:26](I)=[CH:25][CH:24]=2)=[CH:4][C:3]=1[N+:30]([O-:32])=[O:31].CC1(C)C(C)(C)OB([C:41]2[CH:42]=[CH:43][C:44]([N:47]3[CH2:52][CH2:51][O:50][CH2:49][CH2:48]3)=[N:45][CH:46]=2)O1.P([O-])([O-])([O-])=O.[K+].[K+].[K+].O>C1COCC1.C1C=CC(/C=C/C(/C=C/C2C=CC=CC=2)=O)=CC=1.C1C=CC(/C=C/C(/C=C/C2C=CC=CC=2)=O)=CC=1.C1C=CC(/C=C/C(/C=C/C2C=CC=CC=2)=O)=CC=1.[Pd].[Pd]>[Cl:1][C:2]1[CH:7]=[CH:6][C:5]([C@H:8]2[CH2:12][CH2:11][C@H:10]([C:13]3[CH:18]=[CH:17][C:16]([Cl:19])=[C:15]([N+:20]([O-:22])=[O:21])[CH:14]=3)[N:9]2[C:23]2[CH:28]=[CH:27][C:26]([C:41]3[CH:42]=[CH:43][C:44]([N:47]4[CH2:48][CH2:49][O:50][CH2:51][CH2:52]4)=[N:45][CH:46]=3)=[CH:25][CH:24]=2)=[CH:4][C:3]=1[N+:30]([O-:32])=[O:31] |f:2.3.4.5,8.9.10.11.12|. Procedure: (2R,5R)-2,5-Bis(4-chloro-3-nitrophenyl)-1-(4-iodophenyl)pyrrolidine (1.869 g, 3.2 mmol), 4-(5-(4,4,5,5-tetramethyl-1,3,2-dioxaborolan-2-yl)pyridin-2-yl)morpholine (0.929 g, 3.20 mmol), potassium phosphate (1.359 g, 6.40 mmol), tris(dibenzylideneacetone)dipalladium(0) (0.029 g, 0.032 mmol) and 1,3,5,7-tetramethyl-6-phenyl-2,4,8-trioxa-6-phosphaadamante (0.028 g, 0.096 mmol) were combined in THF (18 mL)/water (6 mL). The mixture was purged with nitrogen for 15 minutes and stirred at room temperatu... Reactants: Cc1ccccc1, Cc1cc(Nc2nc(C(=O)c3ccc(F)cc3)nc3ccccc23)n[nH]1, O, O, OCCO, Cc1ccc(S(=O)(=O)O)cc1. Yields the product Cc1cc(Nc2nc(C3(c4ccc(F)cc4)OCCO3)nc3ccccc23)n[nH]1. RXN SMILES: [CH3:44][c:45]1[cH:46][cH:47][cH:48][cH:49][cH:50]1.[F:1][c:2]1[cH:3][cH:4][c:5]([C:8](=[O:9])[c:10]2[n:11][c:12]3[cH:13][cH:14][cH:15][cH:16][c:17]3[c:18]([NH:20][c:21]3[n:22][nH:23][c:24]([CH3:26])[cH:25]3)[n:19]2)[cH:6][cH:7]1.[OH2:31].[OH2:43].[OH:27][CH2:28][CH2:29][OH:30].[c:32]1([CH3:33])[cH:34][cH:35][c:36]([S:37]([OH:38])(=[O:39])=[O:40])[cH:41][cH:42]1>>[F:1][c:2]1[cH:3][cH:4][c:5]([C:8]2([c:10]3[n:11][c:12]4[cH:13][cH:14][cH:15][cH:16][c:17]4[c:18]([NH:20][c:21]4[n:22][nH:23][c:24]([CH3:26])[cH:25]4)[n:19]3)[O:9][CH2:29][CH2:28][O:27]2)[cH:6][cH:7]1. Reactants: ClCCl, OCc1cccc(I)c1F. The product is O=Cc1cccc(I)c1F. As a reaction SMILES: [Cl:11][CH2:12][Cl:13].[F:1][c:2]1[c:3]([CH2:9][OH:10])[cH:4][cH:5][cH:6][c:7]1[I:8]>>[F:1][c:2]1[c:3]([CH:9]=[O:10])[cH:4][cH:5][cH:6][c:7]1[I:8].